Task: describe an organic reaction: reactants, conditions, products, and yield. Dataset: the Open Reaction Database (ORD), a public repository of structured organic reaction records The reactants are COC(=O)c1cccc(NC(=O)c2ccc(OC)c([N+](=O)[O-])c2)c1, CN(C)C=O, [H][H]. The product is COC(=O)c1cccc(NC(=O)c2ccc(OC)c(N)c2)c1. RXN SMILES: [CH3:1][O:2][C:3]([c:4]1[cH:5][c:6]([NH:10][C:11]([c:12]2[cH:13][c:14]([N+:20]([O-:21])=[O:22])[c:15]([O:18][CH3:19])[cH:16][cH:17]2)=[O:23])[cH:7][cH:8][cH:9]1)=[O:24].[CH3:27][N:28]([CH3:29])[CH:30]=[O:31].[H:25][H:26]>>[CH3:1][O:2][C:3]([c:4]1[cH:5][c:6]([NH:10][C:11]([c:12]2[cH:13][c:14]([NH2:20])[c:15]([O:18][CH3:19])[cH:16][cH:17]2)=[O:23])[cH:7][cH:8][cH:9]1)=[O:24]. Starting materials: CC(C)(C)c1ccc2c(c1)CCC2N, CCOCC, O=C=Nc1cccc2cnccc12. Yields the product CC(C)(C)c1ccc2c(c1)CCC2NC(=O)Nc1cccc2cnccc12. Reaction SMILES: [C:1]([CH3:2])([CH3:3])([CH3:4])[c:5]1[cH:6][c:7]2[c:11]([cH:12][cH:13]1)[CH:10]([NH2:14])[CH2:9][CH2:8]2.[CH3:28][CH2:29][O:30][CH2:31][CH3:32].[N:15](=[C:16]=[O:17])[c:18]1[c:19]2[cH:20][cH:21][n:22][cH:23][c:24]2[cH:25][cH:26][cH:27]1>>[C:1]([CH3:2])([CH3:3])([CH3:4])[c:5]1[cH:6][c:7]2[c:11]([cH:12][cH:13]1)[CH:10]([NH:14][C:16]([NH:15][c:18]1[c:19]3[cH:20][cH:21][n:22][cH:23][c:24]3[cH:25][cH:26][cH:27]1)=[O:17])[CH2:9][CH2:8]2. The reactants are CCCCNC(=O)NS(=O)(=O)c1ccccn1, O=C(Cl)Cl, Cc1ccccc1C. Product: O=C=NS(=O)(=O)c1ccccn1. As a reaction SMILES: [CH2:1]([NH:2][C:6](=[O:7])[NH:8][S:9](=[O:10])(=[O:11])[c:12]1[n:13][cH:14][cH:15][cH:16][cH:17]1)[CH2:3][CH2:4][CH3:5].[Cl:18][C:19](=[O:20])[Cl:21].[c:22]1([CH3:23])[c:24]([CH3:25])[cH:26][cH:27][cH:28][cH:29]1>>[C:6](=[O:7])=[N:8][S:9](=[O:10])(=[O:11])[c:12]1[n:13][cH:14][cH:15][cH:16][cH:17]1. RXN SMILES: [O:1]1[CH2:5][CH2:4][O:3][CH:2]1[C:6]1[N:11]=[C:10]2[NH:12][CH:13]=[CH:14][C:9]2=[CH:8][CH:7]=1>[Ni].CCO>[O:3]1[CH2:4][CH2:5][O:1][CH:2]1[C:6]1[N:11]=[C:10]2[NH:12][CH2:13][CH2:14][C:9]2=[CH:8][CH:7]=1. The product is O1C(OCC1)C1=CC=C2C(=N1)NCC2 (6-(1,3-dioxolan-2-yl)-2,3-dihydro-1H-pyrrolo[2,3-b]pyridine). Reagents/catalysts: [Ni] (Raney nickel), [Ni] (Raney nickel). Starting materials: O1C(OCC1)C1=CC=C2C(=N1)NC=C2 (6-(1,3-dioxolan-2-yl)-1H-pyrrolo[2,3-b]pyridine), O1C(OCC1)C1=CC=C2C(=N1)NC=C2 (6-(1,3-dioxolan-2-yl)-1H-pyrrolo[2,3-b]pyridine). Procedure: A mixture of 6-(1,3-dioxolan-2-yl)-1H-pyrrolo[2,3-b]pyridine (intermediate 292, 0.283 g, 1.443 mmol), and Raney nickel (0.140 g) in EtOH (30 ml) was stirred under a hydrogen atmosphere (5 bar) at 95° C. in an autoclave reactor. Additional Raney nickel (0.140 g) was added after 22 h. After 27 h, the reaction mixture was cooled to room temperature, poured onto a glass fiber filter, washed through with additional EtOH and concentrated to give the crude title compound as a brown oil. This was used w... Run at temperature 95 celsius, time 27 hour. Run in CCO (EtOH).